This data is from the Open Reaction Database (ORD), a public repository of structured organic reaction records. The task is: describe an organic reaction: reactants, conditions, products, and yield Reactants: OC1=C(N)C=CC(=C1)[N+](=O)[O-] (2-hydroxy-4-nitro-aniline), C1CCOC1 (THF), C(C)(=O)OC(C)=O (Acetic-anhydride), CC1=C(C(=NC=C1)N)C (Di-methyl-amino-pyridine). Conditions: time 16 hour. Yields the product C(C)(=O)NC1=C(C=C(C=C1)[N+](=O)[O-])OC(C)=O (Acetic acid 2-acetylamino-5-nitro-phenyl ester). Yield: 90.7%. As a reaction SMILES: [OH:1][C:2]1[CH:8]=[C:7]([N+:9]([O-:11])=[O:10])[CH:6]=[CH:5][C:3]=1[NH2:4].[C:12](OC(=O)C)(=[O:14])[CH3:13].CC1C=CN=C(N)C=1C.C1C[O:31][CH2:30][CH2:29]1>>[C:12]([NH:4][C:3]1[CH:5]=[CH:6][C:7]([N+:9]([O-:11])=[O:10])=[CH:8][C:2]=1[O:1][C:30](=[O:31])[CH3:29])(=[O:14])[CH3:13]. Reported procedure: 2-Amino-5-nitro-phenol (46) (20 g, 97.3 mmol) was suspended in THF (125 mL) and Acetic-anhydride (75 mL) was added. Di-methyl-amino-pyridine (DMAP) (300 mg, 2.45 mmol) was added and the mixture was stirred for 16 h at room temperature. A solid precipitated and was collected by filtration followed by rinsing with 3:1 hexane/EtOAc (3×100 mL). The solid was dried under high vacuum for 8 h to give the desired product (416) as a yellow powder (21 g, 88.2 mmol, 90.7% yield). LC-MS (ESI): (exact mass: ...